This data is from the Open Reaction Database (ORD), a public repository of structured organic reaction records. The task is: describe an organic reaction: reactants, conditions, products, and yield The reactants are COC1=C(C=C(C(=O)OC2=C(C=C(C=C2NC(C2=CC(=C(C=C2)OC)C(F)(F)F)=O)OC)Br)C=C1)C(F)(F)F (2-bromo-4-methoxy-6-{[4-methoxy-3-(trifluoromethyl)benzoyl]amino}phenyl 4-methoxy-3-(trifluoromethyl)benzoate), O.C1(=CC=C(C=C1)S(=O)(=O)O)C (p-toluenesulfonic acid monohydrate). Product: BrC1=CC(=CC=2N=C(OC21)C2=CC(=C(C=C2)O)C(F)(F)F)O (7-Bromo-2-(4-hydroxy-3-(trifluoromethyl)phenyl)-1,3-benzoxazol-5-ol). Reaction SMILES: COC1C=CC(C(O[C:10]2[C:15]([NH:16][C:17](=[O:30])[C:18]3[CH:23]=[CH:22][C:21]([O:24]C)=[C:20]([C:26]([F:29])([F:28])[F:27])[CH:19]=3)=[CH:14][C:13]([O:31]C)=[CH:12][C:11]=2[Br:33])=O)=CC=1C(F)(F)F.O.C1(C)C=CC(S(O)(=O)=O)=CC=1>>[Br:33][C:11]1[C:10]2[O:30][C:17]([C:18]3[CH:23]=[CH:22][C:21]([OH:24])=[C:20]([C:26]([F:28])([F:29])[F:27])[CH:19]=3)=[N:16][C:15]=2[CH:14]=[C:13]([OH:31])[CH:12]=1 |f:1.2|. Procedure details: The title compound was prepared in substantially the same manner as described in Example 20, Step d (Route a), from 2-bromo-4-methoxy-6-{[4-methoxy-3-(trifluoromethyl)benzoyl]amino}phenyl 4-methoxy-3-(trifluoromethyl)benzoate and p-toluenesulfonic acid monohydrate. The product was obtained as an off-white solid, m.p. 183–185° C.; MS m/e 402 (M+H)+. The reactants are COC=1C=C(C=C(C1)OC)C=CC1=CC=CC=C1 (3,5-dimethoxystilbene), Cl.N1=CC=CC=C1 (pyridine hydrochloride), Cl (hydrochloric acid). The solvent is C(C)OCC (diethyl ether). Run at temperature 165 celsius. Product: OC=1C=C(C=C(C1)O)C=CC1=CC=CC=C1 (3,5-dihydroxystilbene). As a reaction SMILES: C[O:2][C:3]1[CH:4]=[C:5]([CH:11]=[CH:12][C:13]2[CH:18]=[CH:17][CH:16]=[CH:15][CH:14]=2)[CH:6]=[C:7]([O:9]C)[CH:8]=1.Cl.N1C=CC=CC=1.Cl>C(OCC)C>[OH:2][C:3]1[CH:4]=[C:5]([CH:11]=[CH:12][C:13]2[CH:18]=[CH:17][CH:16]=[CH:15][CH:14]=2)[CH:6]=[C:7]([OH:9])[CH:8]=1 |f:1.2|. Procedure: For demethylation, a homogeneous mixture of 54.0 g (0.22 mol) of 3,5-dimethoxystilbene and 40.0 g (0.35 mol) of pyridine hydrochloride is heated at about 165° C. for 3 hours. The cooled, oily reaction mass is then introduced into 1.2 liters of 2N hydrochloric acid and the crude product is isolated by extraction with diethyl ether. Recrystallisation from toluene yields 3,5-dlihydroxystilbene in the form of a pale-yellow powder.